From a dataset of the Open Reaction Database (ORD), a public repository of structured organic reaction records. describe an organic reaction: reactants, conditions, products, and yield Reactants: C=O (paraformaldehyde), OCC(C1NCCC2=CC(=C(C=C12)OC)OC)CO (1-[bis(hydroxymethyl)-methyl]-6,7-dimethoxy-1,2,3,4-tetrahydroisoquinoline), Cl (hydrochloric acid), C(C)(=O)O (acetic acid). The solvent is CO (methanol), C1=CC=CC=C1 (benzene). Product: OCC1COCN2C1C1=CC(=C(C=C1CC2)OC)OC (1-(hydroxymethyl)-9,10-dimethoxy-1,6,7,11b-tetrahydro-2H,4H-[1,3]oxazino[4,3-a]isoquinoline). Yield: 89.0%. As a reaction SMILES: [OH:1][CH2:2][CH:3]([CH2:18][OH:19])[CH:4]1[C:13]2[C:8](=[CH:9][C:10]([O:16][CH3:17])=[C:11]([O:14][CH3:15])[CH:12]=2)[CH2:7][CH2:6][NH:5]1.C=O.Cl.[C:23](O)(=O)C>C1C=CC=CC=1.CO>[OH:1][CH2:2][CH:3]1[CH:4]2[C:13]3[C:8]([CH2:7][CH2:6][N:5]2[CH2:23][O:19][CH2:18]1)=[CH:9][C:10]([O:16][CH3:17])=[C:11]([O:14][CH3:15])[CH:12]=3. Procedure details: A suspension of 6 mmoles (1.6 g) of 1-[bis(hydroxymethyl)-methyl]-6,7-dimethoxy-1,2,3,4-tetrahydroisoquinoline in 50 ml of absolute benzene is admixed with a suspension of 7 mmoles (0.02 g) of paraformaldehyde in 10 ml of absolute methanol. The reaction mixture is refluxed for two hours in the presence of a catalytic amount of hydrochloric acid or acetic acid, whereupon the obtained pale-yellow solution is evaporated in vacuo. The residual oily product is triturated with a small amount of aceton... Reactants: C(C)O (ethanol), FC1=CC=C(C(=O)C2CCN(CC2)CCCNC(C2=C(C=CC=C2)[N+](=O)[O-])=O)C=C1 (N-[3-[4-(4-fluorobenzoyl)-1-piperidinyl]propyl]-2-nitrobenzamide), [H][H] (hydrogen). Reagents/catalysts: [Pt] (platinum-on-charcoal). Solvent: CO (methanol). The product is NC1=C(C(=O)NCCCN2CCC(CC2)C(C2=CC=C(C=C2)F)=O)C=CC=C1 (2-amino-N-[3-[4-(4-fluorobenzoyl)-1-piperidinyl]propyl]benzamide). Isolated yield 45.0%. Reaction SMILES: C(O)C.[F:4][C:5]1[CH:33]=[CH:32][C:8]([C:9]([CH:11]2[CH2:16][CH2:15][N:14]([CH2:17][CH2:18][CH2:19][NH:20][C:21](=[O:31])[C:22]3[CH:27]=[CH:26][CH:25]=[CH:24][C:23]=3[N+:28]([O-])=O)[CH2:13][CH2:12]2)=[O:10])=[CH:7][CH:6]=1.[H][H]>[Pt].CO>[NH2:28][C:23]1[CH:24]=[CH:25][CH:26]=[CH:27][C:22]=1[C:21]([NH:20][CH2:19][CH2:18][CH2:17][N:14]1[CH2:15][CH2:16][CH:11]([C:9](=[O:10])[C:8]2[CH:7]=[CH:6][C:5]([F:4])=[CH:33][CH:32]=2)[CH2:12][CH2:13]1)=[O:31]. Reported procedure: To 1 part of a solution of 2 parts of thophene in 40 parts of ethanol are added 18 parts of N-[3-[4-(4-fluorobenzoyl)-1-piperidinyl]propyl]-2-nitrobenzamide and 200 parts of methanol. The whole is hydrogenated at normal pressure and at room temperature with 2 parts of platinum-on-charcoal catalyst 5%. After the calculated amount of hydrogen is taken up, the catalyst is filtered off and the filtrate is evaporated. The oily residue is purified by column-chromatography over silica gel using a mixtu... The reactants are C1(CC1)C1=C(C(=NN1C1=CC(=CC=C1)C(F)(F)F)C)C(=O)O (5-cyclopropyl-3-methyl-1-(3-trifluoromethyl-phenyl)-1H-pyrazole-4-carboxylic acid), Cl.Cl.C[C@@H]1CNCC[C@H]1N1CCCC1 ((trans)-3-methyl-4-pyrrolidin-1-yl-piperidine dihydrochloride). The product is C1(CC1)C1=C(C(=NN1C1=CC(=CC=C1)C(F)(F)F)C)C(=O)N1C[C@@H]([C@H](CC1)N1CCCC1)C ([5-Cyclopropyl-3-methyl-1-(3-trifluoromethyl-phenyl)-1H-pyrazol-4-yl]-((3S,4S)-3-methyl-4-pyrrolidin-1-yl-piperidin-1-yl)-methanone). Reaction SMILES: [CH:1]1([C:4]2[N:8]([C:9]3[CH:14]=[CH:13][CH:12]=[C:11]([C:15]([F:18])([F:17])[F:16])[CH:10]=3)[N:7]=[C:6]([CH3:19])[C:5]=2[C:20](O)=[O:21])[CH2:3][CH2:2]1.Cl.Cl.[CH3:25][C@H:26]1[C@H:31]([N:32]2[CH2:36][CH2:35][CH2:34][CH2:33]2)[CH2:30][CH2:29][NH:28][CH2:27]1>>[CH:1]1([C:4]2[N:8]([C:9]3[CH:14]=[CH:13][CH:12]=[C:11]([C:15]([F:16])([F:18])[F:17])[CH:10]=3)[N:7]=[C:6]([CH3:19])[C:5]=2[C:20]([N:28]2[CH2:29][CH2:30][C@H:31]([N:32]3[CH2:33][CH2:34][CH2:35][CH2:36]3)[C@@H:26]([CH3:25])[CH2:27]2)=[O:21])[CH2:2][CH2:3]1 |f:1.2.3|. Procedure: The title compound was prepared from 5-cyclopropyl-3-methyl-1-(3-trifluoromethyl-phenyl)-1H-pyrazole-4-carboxylic acid (Example 181A) and (trans)-3-methyl-4-pyrrolidin-1-yl-piperidine dihydrochloride (example 195C) in direct analogy to the general procedure used in example 150. MS: 461.3 (MH+). Starting materials: S(=O)(Cl)Cl (thionyl chloride), C(C)(C)(C)OC(=O)N[C@H](C(=O)O)CC(C)(F)F ((S)-2-tert-butoxycarbonylamino-4,4-difluoropentanoic acid), CO (methanol). Reaction conditions: temperature 35 celsius, time 30 minute. Yields the product Cl.N[C@H](C(=O)OC)CC(C)(F)F (methyl (S)-2-amino-4,4-difluoropentanoate hydrochloride). RXN SMILES: S(Cl)([Cl:3])=O.C(OC([NH:12][C@@H:13]([CH2:17][C:18]([F:21])([F:20])[CH3:19])[C:14]([OH:16])=[O:15])=O)(C)(C)C.[CH3:22]O>>[ClH:3].[NH2:12][C@@H:13]([CH2:17][C:18]([F:21])([F:20])[CH3:19])[C:14]([O:16][CH3:22])=[O:15] |f:3.4|. Procedure: At approx. 5° C. (ice bath cooling), 8.2 ml of thionyl chloride (112.6 mmol; 1.5 eq.) were added dropwise to 100 ml of methanol (p.a.) under argon. The mixture was allowed to come to RT within 30 min and stirred for a further 30 min. 19.0 g of (S)-2-tert-butoxycarbonylamino-4,4-difluoropentanoic acid (75.0 mmol) were added in portions to this reaction mixture. The reaction mixture was stirred at RT for 2 h. Thereafter, the reaction mixture was warmed to 35° C. (internal temperature) and stirred ... Starting materials: C(C)C1=NN2C(N=C(C=C2Cl)C2=CC=C(C=C2)Cl)=C1 (ethyl 7-chloro-5-(4-chloro-phenyl)-pyrazolo[1,5-a]pyrimidine), [Cl-].C(C)[Zn+].C1CCOC1 (ethylzinc chloride THF), [Cl-].C(CC)[Zn+].C1CCOC1 (propylzinc chloride THF), C(C)[Mg]Cl (ethylmagnesium chloride). The reagents and catalysts are [Cl-].[Zn+2].[Cl-] (zinc chloride). Product: ClC1=CC=C(C=C1)C1=NC=2N(C(=C1)CCC)N=CC2C(=O)O (5-(4-Chloro-phenyl)-7-propyl-pyrazolo[1,5-a]pyrimidine-3-carboxylic acid). As a reaction SMILES: C([C:3]1[CH:19]=[C:6]2[N:7]=[C:8]([C:12]3[CH:17]=[CH:16][C:15]([Cl:18])=[CH:14][CH:13]=3)[CH:9]=[C:10](Cl)[N:5]2[N:4]=1)C.[Cl-].C([Zn+])C.C1[CH2:28][O:27]CC1.[Cl-].[CH2:30]([Zn+])[CH2:31][CH3:32].C1C[O:37]CC1.C([Mg]Cl)C>[Cl-].[Zn+2].[Cl-]>[Cl:18][C:15]1[CH:14]=[CH:13][C:12]([C:8]2[CH:9]=[C:10]([CH2:30][CH2:31][CH3:32])[N:5]3[N:4]=[CH:3][C:19]([C:28]([OH:27])=[O:37])=[C:6]3[N:7]=2)=[CH:17][CH:16]=1 |f:1.2.3,4.5.6,8.9.10|. Procedure details: Subjecting ethyl 7-chloro-5-(4-chloro-phenyl)-pyrazolo[1,5-a]pyrimidine in analogous manner to the procedure described in Example C.26, but replacing the ethylzinc chloride/THF solution by a 0.4 M propylzinc chloride/THF solution (freshly prepared from ethylmagnesium chloride and zinc chloride), the title compound was obtained. White solid. MS (ISN) 314.1 [(M−H)−]; mp 208° C. Starting materials: C(C)(C)(C)C(C(C(=O)OCC)(NC(C)C)O[SiH3])C=1C(=NC=CC1)Cl (ethyl 3-t-butyldimethyl-silyloxy-3-(2-chloropyridin-3-yl)-2-methylaminopropionate), N12CCCN=C2CCC1 (1,5-diazabicyclo[4.3.0]non-5-ene), [Cl-] (chloride). The solvent is CN(C=O)C (dimethylformamide). The product is CN1C(=CC2=CC=CN=C12)C(=O)OCC (Ethyl 1-methyl-7-azaindole-2-carboxylate). Yield: 27.6%. RXN SMILES: C([CH:5]([C:18]1[C:19](Cl)=[N:20][CH:21]=[CH:22][CH:23]=1)[C:6](O[SiH3])([NH:12][CH:13](C)C)[C:7]([O:9][CH2:10][CH3:11])=[O:8])(C)(C)C.N12CCCC1=NCCC2.[Cl-]>CN(C)C=O>[CH3:13][N:12]1[C:19]2[C:18](=[CH:23][CH:22]=[CH:21][N:20]=2)[CH:5]=[C:6]1[C:7]([O:9][CH2:10][CH3:11])=[O:8]. Procedure: A solution of 994 mg of ethyl 3-t-butyldimethyl-silyloxy-3-(2-chloropyridin-3-yl)-2-methylaminopropionate (prepared as described in Preparation 79) and 393 mg of 1,5-diazabicyclo[4.3.0]non-5-ene in 5 ml of dimethylformamide was stirred at 150° C. for 5 hours. At the end of this time, the reaction mixture was poured into a saturated aqueous solution of amnmonium chloride, after which it was extracted with ethyl acetate. The extract was washed with an aqueous solution of sodium chloride and dried ... Starting materials: ClC1=C(C=CC=C1)C(C#N)CCN(C(C)C)C(C)C (α-(o-chlorophenyl)-α-[2-(diisopropylamino)ethyl]acetonitrile), ClCCN(C(C)C)C(C)C (2-chloro-N,N-diisopropylethylamine), ClCCN(C)C (2-chloro-N,N-dimethylethylamine), C(C)(C)N(CCC(C#N)C1=CC=CC=C1)C(C)C (α-[2-(diisopropylamino)ethyl]-α-phenylacetonitrile). Yields the product ClC1=C(C=CC=C1)C(C#N)(CCN(C)C)CCN(C(C)C)C(C)C (α-(o-chlorophenyl)-α-[2-(diisopropylamino)ethyl]-α-[2-(dimethylamino)ethyl]acetonitrile). RXN SMILES: [Cl:1][C:2]1[CH:7]=[CH:6][CH:5]=[CH:4][C:3]=1[CH:8]([CH2:11][CH2:12][N:13]([CH:17]([CH3:19])[CH3:18])[CH:14]([CH3:16])[CH3:15])[C:9]#[N:10].Cl[CH2:21][CH2:22][N:23]([CH3:25])[CH3:24].C(N(C(C)C)CCC(C1C=CC=CC=1)C#N)(C)C.ClCCN(C(C)C)C(C)C>>[Cl:1][C:2]1[CH:7]=[CH:6][CH:5]=[CH:4][C:3]=1[C:8]([CH2:11][CH2:12][N:13]([CH:17]([CH3:19])[CH3:18])[CH:14]([CH3:15])[CH3:16])([CH2:21][CH2:22][N:23]([CH3:25])[CH3:24])[C:9]#[N:10]. Procedure details: Substitution of equivalent quantities of α-(o-chlorophenyl)-α-[2-(diisopropylamino)ethyl]acetonitrile and 2-chloro-N,N-dimethylethylamine for α-[2-(diisopropylamino)ethyl]-α-phenylacetonitrile and 2-chloro-N,N-diisopropylethylamine called for respectively in the procedure of Example 2, Method B, there is obtained α-(o-chlorophenyl)-α-[2-(diisopropylamino)ethyl]-α-[2-(dimethylamino)ethyl]acetonitrile, as an oil boiling at about 160°-165° C. at 0.5 mm. pressure.